From a dataset of the Open Reaction Database (ORD), a public repository of structured organic reaction records. describe an organic reaction: reactants, conditions, products, and yield RXN SMILES: [C:1]([N:9]1[CH2:18][CH2:17][C@H:16]2[C@@H:11]([CH2:12][CH2:13][C:14]([OH:27])([C:19]3[CH:24]=[CH:23][C:22]([O:25][CH3:26])=[CH:21][CH:20]=3)[CH2:15]2)[CH2:10]1)(=O)[C:2]1[CH:7]=[CH:6][CH:5]=[CH:4][CH:3]=1.[H-].[Al+3].[Li+].[H-].[H-].[H-].C(Cl)(Cl)Cl.CO>C1COCC1>[CH2:1]([N:9]1[CH2:18][CH2:17][C@H:16]2[C@@H:11]([CH2:12][CH2:13][C:14]([OH:27])([C:19]3[CH:20]=[CH:21][C:22]([O:25][CH3:26])=[CH:23][CH:24]=3)[CH2:15]2)[CH2:10]1)[C:2]1[CH:7]=[CH:6][CH:5]=[CH:4][CH:3]=1 |f:1.2.3.4.5.6|. Procedure: Following the general procedure described in Example 49, trans-2-benzoyl-6-hydroxy-6-(4'-methoxyphenyl)decahydroisoquinoline (219 mg, 0.6 mmol) and lithium aluminum hydride (0.14 g, 3.6 mmol) were reacted in anhydrous THF (10 mL). Column chromatography (chloroform: methanol::9:1) afforded the product, a solid (158 mg): mp 38°-40° C.; NMR (CDCl3, 200 MHz): 7.4 (d, 2H, J=8), 7.35-7.2 (m, 5H), 6.85 (d, 2H, J=8), 3.8 (s, 3H), 3.55 (s, 2H), 2.95 (br d, 1H, J=10), 2.85 (br d, 1H, J=10), 2.05 (br t, 1H... Run in C1CCOC1 (THF). Product: C(C1=CC=CC=C1)N1C[C@@H]2CCC(C[C@H]2CC1)(C1=CC=C(C=C1)OC)O (Trans-2-Benzyl-6-hydroxy-6-(4'-methoxyphenyl)decahydroisoquinoline). Reactants: C(C1=CC=CC=C1)(=O)N1C[C@@H]2CCC(C[C@H]2CC1)(C1=CC=C(C=C1)OC)O (trans-2-benzoyl-6-hydroxy-6-(4'-methoxyphenyl)decahydroisoquinoline), solid, [H-].[Al+3].[Li+].[H-].[H-].[H-] (lithium aluminum hydride), C(Cl)(Cl)Cl (chloroform), CO (methanol).